Dataset: the Open Reaction Database (ORD), a public repository of structured organic reaction records. Task: describe an organic reaction: reactants, conditions, products, and yield The reactants are ClC(Cl)Cl, CCOC(=O)CCC1CCNCC1, [Na+], [Na+], O=C([O-])[O-], O, O=C(Cl)OCc1ccccc1. Product: CCOC(=O)CCC1CCN(C(=O)OCc2ccccc2)CC1. As a reaction SMILES: [Cl:31][CH:32]([Cl:33])[Cl:34].[NH:12]1[CH2:13][CH2:14][CH:15]([CH2:18][CH2:19][C:20](=[O:21])[O:22][CH2:23][CH3:24])[CH2:16][CH2:17]1.[Na+:25].[Na+:26].[O-:27][C:28](=[O:29])[O-:30].[OH2:35].[c:1]1([CH2:7][O:8][C:9](=[O:10])[Cl:11])[cH:2][cH:3][cH:4][cH:5][cH:6]1>>[c:1]1([CH2:7][O:8][C:9](=[O:10])[N:12]2[CH2:13][CH2:14][CH:15]([CH2:18][CH2:19][C:20](=[O:21])[O:22][CH2:23][CH3:24])[CH2:16][CH2:17]2)[cH:2][cH:3][cH:4][cH:5][cH:6]1. Starting materials: COC1=C(C=CC=C1)N1C2=NC(=NC(=C2NC1=O)C(=O)OCC)N[C@@H]1CNCC1 ((S)-Ethyl 9-(2-methoxyphenyl)-8-oxo-2-(pyrrolidin-3-ylamino)-8,9-dihydro-7H-purine-6-carboxylate), C(C)(C)(C)OC(=O)N1C[C@H](CC1)NC1=NC(=C2NC(N(C2=N1)C1=C(C=CC=C1)OC)=O)C(=O)OCC ((S)-Ethyl 2-(1-(tert-butoxycarbonyl)pyrrolidin-3-ylamino)-9-(2-methoxy-phenyl)-8-oxo-8,9-dihydro-7H-purine-6-carboxylate). The solvent is FC(C(=O)O)(F)F (trifluoroacetic acid), ClCCl (dichloromethane). Conditions: time 2 hour. Product: COC1=C(C=CC=C1)N1C2=NC(=NC(=C2NC1=O)C(=O)N)N[C@@H]1CNCC1 ((S)-9-(2-METHOXYPHENYL)-8-OXO-2-(PYRROLIDIN-3-YLAMINO)-8,9-DIHYDRO-7H-PURINE-6-CARBOXAMIDE). Isolated yield 100.0%. Reaction SMILES: [CH3:1][O:2][C:3]1[CH:8]=[CH:7][CH:6]=[CH:5][C:4]=1[N:9]1[C:17](=[O:18])[NH:16][C:15]2[C:10]1=[N:11][C:12]([NH:24][C@H:25]1[CH2:29][CH2:28][NH:27][CH2:26]1)=[N:13][C:14]=2[C:19]([O:21]CC)=O.C(OC([N:37]1CC[C@H](NC2N=C3C(NC(=O)N3C3C=CC=CC=3OC)=C(C(OCC)=O)N=2)C1)=O)(C)(C)C>ClCCl.FC(F)(F)C(O)=O>[CH3:1][O:2][C:3]1[CH:8]=[CH:7][CH:6]=[CH:5][C:4]=1[N:9]1[C:17](=[O:18])[NH:16][C:15]2[C:10]1=[N:11][C:12]([NH:24][C@H:25]1[CH2:29][CH2:28][NH:27][CH2:26]1)=[N:13][C:14]=2[C:19]([NH2:37])=[O:21]. Procedure: (S)-Ethyl 9-(2-methoxyphenyl)-8-oxo-2-(pyrrolidin-3-ylamino)-8,9-dihydro-7H-purine-6-carboxylate. (S)-Ethyl 2-(1-(tert-butoxycarbonyl)pyrrolidin-3-ylamino)-9-(2-methoxy-phenyl)-8-oxo-8,9-dihydro-7H-purine-6-carboxylate (0.369 g, 0.668 mmol) were dissolved in dichloromethane (3 mL) and trifluoroacetic acid (1 mL). The solution was stirred for two hours and condensed under reduced pressure to afford the crude title compound (0.300 g, 100%). MS (ESI) m/z 399.3 [M+1]+. The reactants are II (I2), C(C)(C)(C)[Si](OCC1=CC=C(C=C1)C1(NN1)C(F)(F)F)(C)C (3-(4-((tert.-butyldimethylsilyloxy)methyl)phenyl)-3-(trifluoromethyl)-diaziridine), 3C, Cl (HCl), O1CCOCC1 (dioxane), C(CC(O)(C(=O)O)CC(=O)O)(=O)O (citric acid), NaS2O3. Run in CCN(CC)CC (Et3N), CO (MeOH), CO (MeOH). Run at time 3 hour. The product is FC(C1(N=N1)C1=CC=C(C=C1)CO)(F)F (4-[3-(Trifluoromethyl)-3H-Diazirin-3-yl]-Benzenemethanol). The yield is 77.7%. Reaction SMILES: II.C([Si](C)(C)[O:8][CH2:9][C:10]1[CH:15]=[CH:14][C:13]([C:16]2([C:19]([F:22])([F:21])[F:20])[NH:18][NH:17]2)=[CH:12][CH:11]=1)(C)(C)C.C(O)(=O)CC(CC(O)=O)(C(O)=O)O.Cl.O1CCOCC1>CO.CCN(CC)CC>[F:22][C:19]([F:20])([F:21])[C:16]1([C:13]2[CH:12]=[CH:11][C:10]([CH2:9][OH:8])=[CH:15][CH:14]=2)[N:17]=[N:18]1. Reported procedure: I2 (1.14 g, 4.5 mmol) was added to a MeOH (4 mL) solution of Et3N (1.2 mL) and 3-(4-((tert.-butyldimethylsilyloxy)methyl)phenyl)-3-(trifluoromethyl)-diaziridine (1.65 g, 5.00 mmol). The solution was stirred at rt (3 h). Aqueous citric acid 10% (50 mL) and NaS2O3 were added. The organic layer was extracted 3 times with ether (3×30 mL). The organic layers were combined, dried and concentrated in vacuum to obtain a yellow oil; 1H NMR (CDCl3): δ 0.09 (s, (CH3)2Si), 0.94 (s, CH3)3C), 4.74 (s, CH2), 7... Starting materials: NC1=CC(=C(C(=O)NC2CN3CCC2CC3)C=C1Cl)O (4-amino-N-(1-azabicyclo[2.2.2]oct-3-yl)-5-chloro-2-hydroxybenzamide), COC(N(C)C)OC (N,N-dimethylformamide dimethylacetal). Product: N12CC(C(CC1)CC2)NC(C2=C(C=C(C(=C2)Cl)N=CN(C)C)O)=O (N-(1-azabicyclo[2.2.2]oct-3-yl)-5-chloro-4-[[(dimethylamino)methylene]amino]-2-hydroxybenzamide). Reaction SMILES: [NH2:1][C:2]1[C:18]([Cl:19])=[CH:17][C:5]([C:6]([NH:8][CH:9]2[CH:14]3[CH2:15][CH2:16][N:11]([CH2:12][CH2:13]3)[CH2:10]2)=[O:7])=[C:4]([OH:20])[CH:3]=1.CO[CH:23](OC)[N:24]([CH3:26])[CH3:25]>>[N:11]12[CH2:12][CH2:13][CH:14]([CH2:15][CH2:16]1)[CH:9]([NH:8][C:6](=[O:7])[C:5]1[CH:17]=[C:18]([Cl:19])[C:2]([N:1]=[CH:23][N:24]([CH3:26])[CH3:25])=[CH:3][C:4]=1[OH:20])[CH2:10]2. Procedure: Following the procedure of Example 1, the title compound is prepared from 4-amino-N-(1-azabicyclo[2.2.2]oct-3-yl)-5-chloro-2-hydroxybenzamide and N,N-dimethylformamide dimethylacetal. The yield is 131.5%. Reactants: BrC1=CC=C2C=CC3=CC(=CC4=CC=C1C2=C34)C(C)(C)C (1-bromo-7-t-butylpyrene), C1(=CC=CC=C1)B(O)O (phenylboronic acid), P(=O)([O-])([O-])[O-].[K+].[K+].[K+] (tripotassium phosphate), CN(C=O)C (dimethylformamide). Procedure: Then, a mixed solution of 2.3 g (content 79.2%) of 1-bromo-7-t-butylpyrene, 1.1 g of phenylboronic acid, 3.8 g of tripotassium phosphate, 0.58 g of tetrabutylammonium bromide, 12 mg of palladium acetate and 30 ml of dimethylformamide was heated and stirred at 130° C. for 2 hours under a nitrogen stream. After the mixture was cooled to room temperature, 30 ml of water was added, and this was extracted with 50 ml of dichloromethane. The organic layer was washed with 20 ml of water two times, dried... Yields the product C(C)(C)(C)C=1C=C2C=CC3=CC=C(C4=CC=C(C1)C2=C43)C4=CC=CC=C4 (7-t-butyl-1-phenylpyrene). As a reaction SMILES: BrC1[C:15]2[C:16]3=[C:17]4[C:12](=[CH:13][CH:14]=2)[CH:11]=[C:10](C(C)(C)C)[CH:9]=[C:8]4[CH:7]=[CH:6][C:5]3=CC=1.[C:22]1(B(O)O)[CH:27]=[CH:26][CH:25]=[CH:24][CH:23]=1.P([O-])([O-])([O-])=O.[K+].[K+].[K+].CN(C)C=O>[Br-].C([N+](CCCC)(CCCC)CCCC)CCC.C([O-])(=O)C.[Pd+2].C([O-])(=O)C.O>[C:8]([C:10]1[CH:9]=[C:8]2[C:17]3=[C:16]4[C:5](=[CH:6][CH:5]=[C:16]([C:22]5[CH:27]=[CH:26][CH:25]=[CH:24][CH:23]=5)[C:15]4=[CH:14][CH:13]=[C:12]3[CH:11]=1)[CH:6]=[CH:7]2)([CH3:17])([CH3:9])[CH3:7] |f:2.3.4.5,7.8,9.10.11|. Run at temperature 130 celsius, time 2 hour. The reagents and catalysts are [Br-].C(CCC)[N+](CCCC)(CCCC)CCCC (tetrabutylammonium bromide), C(C)(=O)[O-].[Pd+2].C(C)(=O)[O-] (palladium acetate). Run in O (water).